Dataset: the Open Reaction Database (ORD), a public repository of structured organic reaction records. Task: describe an organic reaction: reactants, conditions, products, and yield The reactants are Cc1ccc(C(=O)O)c(C)c1, CCN=C=NCCCN(C)C, CCN(C(C)C)C(C)C, Cl, O=C(NCC(=O)N1CCNCC1)c1ccc(Oc2ccccc2)cc1, CN(C)C=O, O, On1nnc2ccccc21. Yields the product Cc1ccc(C(=O)N2CCN(C(=O)CNC(=O)c3ccc(Oc4ccccc4)cc3)CC2)c(C)c1. Reaction SMILES: [CH3:10][c:11]1[c:12]([C:13](=[O:14])[OH:15])[cH:16][cH:17][c:18]([CH3:20])[cH:19]1.[CH3:21][CH2:22][N:23]=[C:24]=[N:25][CH2:26][CH2:27][CH2:28][N:29]([CH3:30])[CH3:31].[CH:1]([N:2]([CH2:3][CH3:4])[CH:5]([CH3:6])[CH3:7])([CH3:8])[CH3:9].[ClH:42].[O:43]=[C:44]([CH2:45][NH:46][C:47]([c:48]1[cH:49][cH:50][c:51]([O:54][c:55]2[cH:56][cH:57][cH:58][cH:59][cH:60]2)[cH:52][cH:53]1)=[O:61])[N:62]1[CH2:63][CH2:64][NH:65][CH2:66][CH2:67]1.[O:68]=[CH:69][N:70]([CH3:71])[CH3:72].[OH2:73].[OH:32][n:33]1[c:34]2[c:35]([cH:36][cH:37][cH:38][cH:39]2)[n:40][n:41]1>>[CH3:10][c:11]1[c:12]([C:13](=[O:15])[N:65]2[CH2:64][CH2:63][N:62]([C:44](=[O:43])[CH2:45][NH:46][C:47]([c:48]3[cH:49][cH:50][c:51]([O:54][c:55]4[cH:56][cH:57][cH:58][cH:59][cH:60]4)[cH:52][cH:53]3)=[O:61])[CH2:67][CH2:66]2)[cH:16][cH:17][c:18]([CH3:20])[cH:19]1.